Dataset: the Open Reaction Database (ORD), a public repository of structured organic reaction records. Task: describe an organic reaction: reactants, conditions, products, and yield Reactants: C1(CCCCC1)=O (cyclohexanone), O=C[C@@H](O)[C@@H](O)[C@H](O)[C@H](O)CO (D-mannose), [Sb](Cl)(Cl)(Cl)(Cl)Cl (antimony pentachloride). The solvent is ClCCl (dichloromethane). Run at temperature 68 celsius, time 8 hour. Product: C1CCC2(CC1)OC[C@@H](O2)[C@@H]3[C@@H]([C@H]4[C@H](O3)OC5(O4)CCCCC5)O (2,3:5,6-di-O-cyclohexylidene-α-D-mannofuranose). The yield is 87.3%. RXN SMILES: [C:1]1(=[O:7])[CH2:6][CH2:5][CH2:4][CH2:3][CH2:2]1.O=[CH:9][C@H:10]([C@H:12]([C@@H:14]([C@@H:16]([CH2:18][OH:19])[OH:17])[OH:15])[OH:13])[OH:11].[Sb](Cl)(Cl)(Cl)(Cl)Cl>ClCCl>[CH2:4]1[CH2:5][CH2:6][C:1]2([O:11][C@@H:10]([C@H:12]3[O:13][C@@H:18]4[O:19][C:1]5([CH2:6][CH2:5][CH2:4][CH2:3][CH2:2]5)[O:17][C@H:16]4[C@H:14]3[OH:15])[CH2:9][O:7]2)[CH2:2][CH2:3]1. Reported procedure: To a mixed solution consisting of 100 ml of cyclohexanone and 100 ml of dichloromethane were added 10.0 g of D-mannose and 89.7 mg of antimony pentachloride, and the mixture was refluxed with stirring in a water bath of 68° C. for 8 hours. During this reaction, the refluxing solvent was dried with 20 g of Molecular Sieves 3A interposed between the reaction vessel and the condenser. The reaction mixture was diluted with benzene, washed with aqueous sodium bicarbonate and water, and dried over anh... Reactants: C(C1=CC=CC=C1)OC[C@@H](COC1=C(C=CC=C1)OCC1CC1)O ((S)-1-benzyloxy-3-[o-(cyclopropylmethoxy)phenoxy]-2-hydroxypropane), [H][H] (hydrogen). The reagents and catalysts are [Pd] (palladium on carbon). The solvent is C(C)O (ethanol). Product: C1(CC1)COC1=C(OC[C@H](CO)O)C=CC=C1 ((S)-3-[o-(cyclopropylmethoxy)phenoxy]-1,2-propanediol). As a reaction SMILES: C([O:8][CH2:9][C@H:10]([OH:24])[CH2:11][O:12][C:13]1[CH:18]=[CH:17][CH:16]=[CH:15][C:14]=1[O:19][CH2:20][CH:21]1[CH2:23][CH2:22]1)C1C=CC=CC=1.[H][H]>C(O)C.[Pd]>[CH:21]1([CH2:20][O:19][C:14]2[CH:15]=[CH:16][CH:17]=[CH:18][C:13]=2[O:12][CH2:11][C@@H:10]([OH:24])[CH2:9][OH:8])[CH2:23][CH2:22]1. Procedure details: A solution of (S)-1-benzyloxy-3-[o-(cyclopropylmethoxy)phenoxy]-2-hydroxypropane (10.97 g) in 100 ml ethanol, to which is added 3.5 g of 10% palladium on carbon, is hydrogenated at 45 lbs. pressure at room temperature until the uptake of hydrogen ceases (about 10 minutes). The catalyst is filtered off, washed with ethanol and the filtrate concentrated under reduced pressure leaving a crystalline residue that is recrystallized from 35 ml of ethanol; (S)-3-[o-(cyclopropylmethoxy)phenoxy]-1,2-propa...